Dataset: the Open Reaction Database (ORD), a public repository of structured organic reaction records. Task: describe an organic reaction: reactants, conditions, products, and yield Reactants: CCCc1c(CNC)ccc2ccccc12, CNCc1cc2ccccc2n1C, CN1CC(=O)Nc2ncc(C=CC(=O)O)cc2C1, CO, Cl, Cl, O=C(O)C=Cc1cnc2c(c1)CN1CCCC1C(=O)N2. Product: CN(Cc1cc2ccccc2n1C)C(=O)C=Cc1cnc2c(c1)CN1CCCC1C(=O)N2, Cl. Reaction SMILES: [CH3:14][NH:15][CH2:16][c:17]1[cH:18][cH:19][c:20]2[c:21]([cH:22][cH:23][cH:24][cH:25]2)[c:26]1[CH2:27][CH2:28][CH3:29].[CH3:1][NH:2][CH2:3][c:4]1[n:5]([CH3:13])[c:6]2[cH:7][cH:8][cH:9][cH:10][c:11]2[cH:12]1.[CH3:52][N:53]1[CH2:54][c:55]2[cH:56][c:57]([CH:58]=[CH:59][C:60]([OH:61])=[O:62])[cH:63][n:64][c:65]2[NH:66][C:67](=[O:68])[CH2:69]1.[CH3:70][OH:71].[ClH:30].[ClH:51].[O:31]=[C:32]1[NH:33][c:34]2[c:35]([cH:42][c:43]([CH:46]=[CH:47][C:48](=[O:49])[OH:50])[cH:44][n:45]2)[CH2:36][N:37]2[CH2:38][CH2:39][CH2:40][CH:41]12>>[CH3:1][N:2]([CH2:3][c:4]1[n:5]([CH3:13])[c:6]2[cH:7][cH:8][cH:9][cH:10][c:11]2[cH:12]1)[C:48]([CH:47]=[CH:46][c:43]1[cH:42][c:35]2[c:34]([n:45][cH:44]1)[NH:33][C:32](=[O:31])[CH:41]1[N:37]([CH2:36]2)[CH2:38][CH2:39][CH2:40]1)=[O:49].[ClH:30]. Starting materials: O.O1N=C(C=C1)C=1NC=C(N1)[C@H]([C@@H]([C@@H](CO)O)O)O ((1R,2S,3R)-1-(2-(isoxazol-3-yl)-1H-imidazol-4-yl)butane-1,2,3,4-tetraol hydrate). Solvent: C(C)O (ethanol). Reaction conditions: temperature 12.5 celsius, time 2.25 hour. The product is O1N=C(C=C1)C=1NC=C(N1)[C@H]([C@@H]([C@@H](CO)O)O)O ((1R,2S,3R)-1-(2-(isoxazol-3-yl)-1H-imidazol-4-yl)butane-1,2,3,4-tetraol). Yield: 97.8%. As a reaction SMILES: O.[O:2]1[CH:6]=[CH:5][C:4]([C:7]2[NH:8][CH:9]=[C:10]([C@@H:12]([OH:19])[C@H:13]([OH:18])[C@H:14]([OH:17])[CH2:15][OH:16])[N:11]=2)=[N:3]1>C(O)C>[O:2]1[CH:6]=[CH:5][C:4]([C:7]2[NH:8][CH:9]=[C:10]([C@@H:12]([OH:19])[C@H:13]([OH:18])[C@H:14]([OH:17])[CH2:15][OH:16])[N:11]=2)=[N:3]1 |f:0.1|. Procedure details: (1R,2S,3R)-1-(2-(isoxazol-3-yl)-1H-imidazol-4-yl)butane-1,2,3,4-tetraol hydrate (726 g) was heated in 7200.0 g (10.0×) of ethanol for 3-3.5 h at 75-80° C., and then cooled slowly to 10-15° C. and stirred for 2-2.5 h at 10-15° C. The solids were filtered, washed with 726 g (1.0×) of ethanol and dried under vacuum for 20 hrs at 30-40° C. to yield 663 g of anhydrous (1R,2S,3R)-1-(2-(isoxazol-3-yl)-1H-imidazol-4-yl)butane-1,2,3,4-tetraol as off-white solid. 1H NMR (DMSO-d6 with a drop of DCl, 400 MH... The reactants are N(=[N+]=[N-])C1=C2C(C(=O)N(C2=O)CCCCN2C(C=3C(C2=O)=C(C=CC3)N=[N+]=[N-])=O)=CC=C1 (1,4-Bis-(3-azidophthalimidyl)-butane), [N+](=O)([O-])C1=C2C(C(=O)N(C2=O)C(CCCCCCCCC(C)N2C(C=3C(C2=O)=C(C=CC3)[N+](=O)[O-])=O)C)=CC=C1 (1,10-bis-(3-nitrophthalimidyl)-1,10-dimethyldecane), [N-]=[N+]=[N-].[Na+] (sodium azide). The product is N(=[N+]=[N-])C1=C2C(C(=O)N(C2=O)C(CCCCCCCCC(C)N2C(C=3C(C2=O)=C(C=CC3)N=[N+]=[N-])=O)C)=CC=C1 (1,10-Bis-(3-azidophthalimidyl)-1,10-dimethyldecane). The yield is 80.0%. RXN SMILES: [N:1](C1C=CC=C2C(N(CCCCN3C(=O)C4=C(N=[N+]=[N-])C=CC=C4C3=O)C(=O)C=12)=O)=[N+:2]=[N-].[N+:33]([C:36]1[CH:72]=[CH:71][CH:70]=[C:38]2[C:39]([N:41]([CH:44]([CH3:69])[CH2:45][CH2:46][CH2:47][CH2:48][CH2:49][CH2:50][CH2:51][CH2:52][CH:53]([N:55]3[C:59](=[O:60])[C:58]4=[C:61]([N+:65]([O-])=O)[CH:62]=[CH:63][CH:64]=[C:57]4[C:56]3=[O:68])[CH3:54])[C:42](=[O:43])[C:37]=12)=[O:40])([O-])=O.[N-:73]=[N+:74]=[N-].[Na+]>>[N:33]([C:36]1[CH:72]=[CH:71][CH:70]=[C:38]2[C:39]([N:41]([CH:44]([CH3:69])[CH2:45][CH2:46][CH2:47][CH2:48][CH2:49][CH2:50][CH2:51][CH2:52][CH:53]([N:55]3[C:59](=[O:60])[C:58]4=[C:61]([N:65]=[N+:73]=[N-:74])[CH:62]=[CH:63][CH:64]=[C:57]4[C:56]3=[O:68])[CH3:54])[C:42](=[O:43])[C:37]=12)=[O:40])=[N+:1]=[N-:2] |f:2.3|. Procedure: The method of preparation is analogous to that described under (a), 8 g (0.014 mol) of 1,10-bis-(3-nitrophthalimidyl)-1,10-dimethyldecane and 2.36 g (0.035 mol) of sodium azide being used. Yield: 80% of theory. The reaction product is obtained in the form of a viscous oil.